Dataset: the Open Reaction Database (ORD), a public repository of structured organic reaction records. Task: describe an organic reaction: reactants, conditions, products, and yield Starting materials: Cl (HCl), C(C)(=O)OCCOCN1C(=O)NC(=O)C(C)=C1 (1-[(2-acetoxyethoxy)methyl]thymine), O([Na])C (NaOCH3). The solvent is CO (CH3OH), CO (CH3OH), CO (CH3OH). Conditions: time 2 hour. Product: OCCOCN1C(=O)NC(=O)C(C)=C1 (1-[(2-Hydroxyethoxy)Methyl]Thymine). Yield: 76.0%. RXN SMILES: C([O:4][CH2:5][CH2:6][O:7][CH2:8][N:9]1[CH:17]=[C:15]([CH3:16])[C:13](=[O:14])[NH:12][C:10]1=[O:11])(=O)C.O(C)[Na].Cl>CO>[OH:4][CH2:5][CH2:6][O:7][CH2:8][N:9]1[CH:17]=[C:15]([CH3:16])[C:13](=[O:14])[NH:12][C:10]1=[O:11]. Procedure: To a solution of 1-[(2-acetoxyethoxy)methyl]thymine (4 g, 16 mmol) in CH3OH (100 mL) was added NaOCH3 in CH3OH (20 mL, 1N). After 2 hours of stirring at room temperature, 1N HCl was added to adjust the pH to 4.0. Methanol and water were removed under vacuum to obtain a solid. The solid was dissolved in CH3OH and crystallized by dropwise addition of CHCl3; it was used in the next reaction without further purification. Yield 76%; Wt. 2.5 g; mp 154°-156° C.; 1H NMR (DMSO-d6) 1.75 (s, CH3 C5 thymine... Reactants: O=C([O-])[O-], CCCO, CCOC(C)=O, [Cl-], Cl, [K+], [K+], COc1ccc2cccc(C(CN)CO)c2c1, O. Yields the product CCC(=O)NCC(CO)c1cccc2ccc(OC)cc12. Reaction SMILES: [C:19](=[O:20])([O-:21])[O-:22].[CH2:26]([CH2:27][CH3:28])[OH:29].[CH3:31][CH2:32][O:33][C:34](=[O:35])[CH3:36].[Cl-:25].[ClH:1].[K+:23].[K+:24].[NH2:2][CH2:3][CH:4]([CH2:5][OH:6])[c:7]1[cH:8][cH:9][cH:10][c:11]2[cH:12][cH:13][c:14]([O:17][CH3:18])[cH:15][c:16]12.[OH2:30]>>[NH:2]([CH2:3][CH:4]([CH2:5][OH:6])[c:7]1[cH:8][cH:9][cH:10][c:11]2[cH:12][cH:13][c:14]([O:17][CH3:18])[cH:15][c:16]12)[C:26]([CH2:27][CH3:28])=[O:29].